Dataset: the Open Reaction Database (ORD), a public repository of structured organic reaction records. Task: describe an organic reaction: reactants, conditions, products, and yield Starting materials: S(O)(O)(=O)=O (sulfuric acid), [OH-].[NH4+] (ammonium hydroxide), CC=1C=C(C=CC1)O (3-methylphenol), Cl.COC(=O)C1CNCCC1=O (methyl-4-oxo-3-piperidine carboxylate hydrochloride). Solvent: ice water. Run at temperature 5 celsius. Product: CC1=CC2=C(C=C1)C1=C(CNCC1)C(O2)=O (1,2,3,4-Tetrahydro-8-methyl-5H-[1]benzopyrano[3,4-c]pyridin-5-one). The yield is 20.9%. Reaction SMILES: S(=O)(=O)(O)O.[CH3:6][C:7]1[CH:8]=[C:9]([OH:13])[CH:10]=[CH:11][CH:12]=1.Cl.C[O:16][C:17]([CH:19]1[C:24](=O)[CH2:23][CH2:22][NH:21][CH2:20]1)=O.[OH-].[NH4+]>>[CH3:6][C:7]1[CH:12]=[CH:11][C:10]2[C:24]3[CH2:23][CH2:22][NH:21][CH2:20][C:19]=3[C:17](=[O:16])[O:13][C:9]=2[CH:8]=1 |f:2.3,4.5|. Procedure: An 80% sulfuric acid solution (80 ml) is stirred and cooled to 5° C. in an ice bath and 3-methylphenol (10.8 ml, 0.10 moles) is added, followed by methyl-4-oxo-3-piperidine carboxylate hydrochloride (20.0 g, 0.10 moles). The mixture is allowed to warm gradually to room temperature. After 48 hours the solution is poured into ice water (400 ml) and stirred until a crystalline precipitate forms. Concentrated ammonium hydroxide is added until the mixture is strongly basic. After one hour the precipi... Reactants: CC(Br)CO, CC(C)O, Oc1ccc(Cl)cc1, [Na]. Product: CC(CO)Oc1ccc(Cl)cc1. As a reaction SMILES: [Br:10][CH:11]([CH2:12][OH:13])[CH3:14].[CH:15]([OH:16])([CH3:17])[CH3:18].[Cl:2][c:3]1[cH:4][cH:5][c:6]([OH:9])[cH:7][cH:8]1.[Na:1]>>[Cl:2][c:3]1[cH:4][cH:5][c:6]([O:9][CH:11]([CH2:12][OH:13])[CH3:14])[cH:7][cH:8]1. Reactants: ClC=1C(=C(C=CC1)N1C(C2=CC=CC=C2C1(O)C1=CC(=C(C=C1)N)N)=O)F (2-(3-chloro-2-fluorophenyl)-3-(3,4-diaminophenyl)-3-hydroxy-2,3-dihydro-1H-isoindol-1-one), COC(C(=O)N/C(/SC)=N/C(C(=O)OC)=O)=O (methyl {[(1Z)-{[(methyloxy)(oxo)acetyl]amino}(methylthio)methylidene]amino}(oxo)acetate), C(C)#N.O (acetonitrile water). Solvent: C(CCC)O (n-butanol). The product is ClC=1C(=C(C=CC1)N1C(C2=CC=CC=C2C1=O)(O)C=1C=CC2=C(NC(=N2)NC(C(=O)OC)=O)C1)F (methyl ({6-[2-(3-chloro-2-fluorophenyl)-1-hydroxy-3-oxo-2,3-dihydro-1H-isoindol-1-yl]-1H-benzimidazol-2-yl}amino)(oxo)acetate). Yield: 38.0%. Reaction SMILES: [Cl:1][C:2]1[C:3]([F:27])=[C:4]([N:8]2[C:16]([C:18]3[CH:23]=[CH:22][C:21]([NH2:24])=[C:20]([NH2:25])[CH:19]=3)([OH:17])[C:15]3[C:10](=[CH:11][CH:12]=[CH:13][CH:14]=3)[C:9]2=[O:26])[CH:5]=[CH:6][CH:7]=1.[CH3:28][O:29][C:30](=[O:44])[C:31]([NH:33]/[C:34](=N/C(=O)C(OC)=O)/SC)=[O:32].C(#N)C.O>C(O)CCC>[Cl:1][C:2]1[C:3]([F:27])=[C:4]([N:8]2[C:9](=[O:26])[C:10]3[C:15](=[CH:14][CH:13]=[CH:12][CH:11]=3)[C:16]2([C:18]2[CH:23]=[CH:22][C:21]3[N:24]=[C:34]([NH:33][C:31](=[O:32])[C:30]([O:29][CH3:28])=[O:44])[NH:25][C:20]=3[CH:19]=2)[OH:17])[CH:5]=[CH:6][CH:7]=1 |f:2.3|. Reported procedure: A solution of 2-(3-chloro-2-fluorophenyl)-3-(3,4-diaminophenyl)-3-hydroxy-2,3-dihydro-1H-isoindol-1-one (0.10 g, 0.26 mmol) and methyl {[(1Z)-{[(methyloxy)(oxo)acetyl]amino}(methylthio)methylidene]amino}(oxo)acetate (67 mg, 0.26 mmol) in n-butanol (2.0 mL) was heated to 80° C. for 5 hours. The reaction mixture was cooled to room temperature and the solvent was evaporated. The resulting crude product was purified by reverse phase preparative HPLC (CH3CN/25 mM aqueous ammonium acetate). The fracti... The reactants are C1CCOC1, CC(C)(C)CN, O=C(O)c1ccc2c(c1)nc(COc1ccccc1)n2Cc1ccc(OC(F)(F)F)cc1. The product is CC(C)(C)CNC(=O)c1ccc2c(c1)nc(COc1ccccc1)n2Cc1ccc(OC(F)(F)F)cc1. RXN SMILES: [CH2:39]1[O:40][CH2:41][CH2:42][CH2:43]1.[CH3:33][C:34]([CH2:35][NH2:36])([CH3:37])[CH3:38].[O:1]([c:2]1[cH:3][cH:4][cH:5][cH:6][cH:7]1)[CH2:8][c:9]1[n:10][c:11]2[c:12]([n:13]1[CH2:14][c:15]1[cH:16][cH:17][c:18]([O:21][C:22]([F:23])([F:24])[F:25])[cH:19][cH:20]1)[cH:26][cH:27][c:28]([C:30](=[O:31])[OH:32])[cH:29]2>>[O:1]([c:2]1[cH:3][cH:4][cH:5][cH:6][cH:7]1)[CH2:8][c:9]1[n:10][c:11]2[c:12]([n:13]1[CH2:14][c:15]1[cH:16][cH:17][c:18]([O:21][C:22]([F:23])([F:24])[F:25])[cH:19][cH:20]1)[cH:26][cH:27][c:28]([C:30](=[O:31])[NH:36][CH2:35][C:34]([CH3:33])([CH3:37])[CH3:38])[cH:29]2. The reactants are C(=O)C(CCCC)NC([C@@H](NC(=O)OCC1=CC=CC=C1)CC(C)C)=O (N-benzyloxycarbonyl-L-leucine-(1-formyl)pentylamide), C(C)O (ethanol), O (water), Cl.NNC(=O)N (semicarbazide hydrochloride). Run at time 2 hour. The product is N(C(=O)N)N=CN(C([C@@H](NC(=O)OCC1=CC=CC=C1)CC(C)C)=O)CCCCC (N-Benzyloxycarbonyl-L-leucine-(1-ureidoiminomethyl)pentylamide). RXN SMILES: C([CH:3]([NH:8][C:9](=[O:26])[C@H:10]([CH2:22][CH:23]([CH3:25])[CH3:24])[NH:11][C:12]([O:14][CH2:15][C:16]1[CH:21]=[CH:20][CH:19]=[CH:18][CH:17]=1)=[O:13])[CH2:4][CH2:5][CH2:6][CH3:7])=O.O.Cl.[NH2:29][NH:30][C:31]([NH2:33])=[O:32].[CH2:34](O)C>>[NH:30]([N:29]=[CH:34][N:8]([CH2:3][CH2:4][CH2:5][CH2:6][CH3:7])[C:9](=[O:26])[C@H:10]([CH2:22][CH:23]([CH3:24])[CH3:25])[NH:11][C:12]([O:14][CH2:15][C:16]1[CH:17]=[CH:18][CH:19]=[CH:20][CH:21]=1)=[O:13])[C:31]([NH2:33])=[O:32] |f:2.3|. Procedure: In 10 ml of ethanol was dissolved 850 mg of N-benzyloxycarbonyl-L-leucine-(1-formyl)pentylamide obtained in the same manner as in Example 4-(b), and 2 ml of water and 1.0 g of semicarbazide hydrochloride were added thereto, followed by stirring at room temperature for 2 hours. After completion of the reaction, the solvent was removed by distillation under reduced pressure. The residue was purified by medium-pressure column chromatography on silica gel to obtain 900 mg of the titled compound as a...